From a dataset of the Open Reaction Database (ORD), a public repository of structured organic reaction records. describe an organic reaction: reactants, conditions, products, and yield The reactants are C(C)(=O)OCC (ethyl acetate), ClCCCC1=C(CCl)C=CC=C1 (2-(3-chloropropyl)benzyl chloride), C1(CC(CCC1)=O)=O (1,3-cyclohexanedione), [OH-].[K+] (KOH). The solvent is CO (methanol). Yields the product ClCCCC1=C(CC2C(CCCC2=O)=O)C=CC=C1 (2-[2-(3-Chloropropyl)benzyl]-1,3-cyclohexanedione). Reaction SMILES: [Cl:1][CH2:2][CH2:3][CH2:4][C:5]1[CH:12]=[CH:11][CH:10]=[CH:9][C:6]=1[CH2:7]Cl.[C:13]1(=[O:20])[CH2:18][CH2:17][CH2:16][C:15](=[O:19])[CH2:14]1.[OH-].[K+].C(OCC)(=O)C>CO>[Cl:1][CH2:2][CH2:3][CH2:4][C:5]1[CH:12]=[CH:11][CH:10]=[CH:9][C:6]=1[CH2:7][CH:14]1[C:15](=[O:19])[CH2:16][CH2:17][CH2:18][C:13]1=[O:20] |f:2.3|. Reported procedure: A solution of 155 g (0.75 mol) of 2-(3-chloropropyl)benzyl chloride 2 [Page, et al., J. Amer. Chem. Soc. 75:2053 (1953)], 91 g (0.81 mol) of 1,3-cyclohexanedione I [Aldrich Chem. Co. 10,160-5; Beilstein 7, 554], and 47 g of 85% KOH in 400 ml of methanol was refluxed 16 hours. After concentrating, the residue was partitioned between benzene and dilute aqueous NaOH solution. Acidification of the aqueous phase gave a solid that was recyrstallized from ethyl acetate to give 34 g of the dione 3, mp 1... The reactants are C(C1=CC=CC=C1)C1=C(N=C(S1)C1=C(C=CC(=C1)F)F)C(C(C)(C)C)NCC[C@@H](CF)N1C(C2=CC=CC=C2C1=O)=O (2-((2S)-4-(1-(5-benzyl-2-(2,5-difluorophenyl)thiazol-4-yl)-2,2-dimethylpropylamino)-1-fluorobutan-2-yl)isoindoline-1,3-dione), CCN(C(C)C)C(C)C (DIEA), C(C)(=O)O[C@H](C(=O)Cl)C ((S)-1-Chloro-1-oxopropan-2-yl acetate). Solvent: ClCCl (dichloromethane). Run at time 1.5 hour. The product is C(C)(=O)O[C@@H](C(=O)N(CC[C@@H](CF)N1C(C2=CC=CC=C2C1=O)=O)[C@H](C(C)(C)C)C=1N=C(SC1CC1=CC=CC=C1)C1=C(C=CC(=C1)F)F)C ((R)-1-(((R)-1-(5-benzyl-2-(2,5-difluorophenyl)thiazol-4-yl)-2,2-dimethylpropyl)((S)-3-(1,3-dioxoisoindolin-2-yl)-4-fluorobutyl)amino)-1-oxopropan-2-yl acetate). As a reaction SMILES: [CH2:1]([C:8]1[S:12][C:11]([C:13]2[CH:18]=[C:17]([F:19])[CH:16]=[CH:15][C:14]=2[F:20])=[N:10][C:9]=1[CH:21]([NH:26][CH2:27][CH2:28][C@H:29]([N:32]1[C:40](=[O:41])[C:39]2[C:34](=[CH:35][CH:36]=[CH:37][CH:38]=2)[C:33]1=[O:42])[CH2:30][F:31])[C:22]([CH3:25])([CH3:24])[CH3:23])[C:2]1[CH:7]=[CH:6][CH:5]=[CH:4][CH:3]=1.CCN(C(C)C)C(C)C.[C:52]([O:55][C@@H:56]([CH3:60])[C:57](Cl)=[O:58])(=[O:54])[CH3:53]>ClCCl>[C:52]([O:55][C@H:56]([CH3:60])[C:57]([N:26]([C@@H:21]([C:9]1[N:10]=[C:11]([C:13]2[CH:18]=[C:17]([F:19])[CH:16]=[CH:15][C:14]=2[F:20])[S:12][C:8]=1[CH2:1][C:2]1[CH:3]=[CH:4][CH:5]=[CH:6][CH:7]=1)[C:22]([CH3:24])([CH3:25])[CH3:23])[CH2:27][CH2:28][C@H:29]([N:32]1[C:40](=[O:41])[C:39]2[C:34](=[CH:35][CH:36]=[CH:37][CH:38]=2)[C:33]1=[O:42])[CH2:30][F:31])=[O:58])(=[O:54])[CH3:53]. Procedure details: To a solution of 2-((2S)-4-(1-(5-benzyl-2-(2,5-difluorophenyl)thiazol-4-yl)-2,2-dimethylpropylamino)-1-fluorobutan-2-yl)isoindoline-1,3-dione (65 mg, 0.125 mmol) in dichloromethane (1 mL, 0.1 M solution) at room temperature was added DIEA (65.3 μL, 0.375 mmol). (S)-1-Chloro-1-oxopropan-2-yl acetate (35 μL, 0.276 mmol) was then added dropwise over 2 min. The resulting solution was stirred at room temperature for 1.5 h. The reaction mixture was quenched with saturated NaHCO3 solution and extracted... Reactants: CCOC(C)=O, CC1(C)OCC2(COc3ccccc3-c3c(C4CCCCC4)c4ccc(C(=O)[O-])cc4n3C2)CO1, COC(=O)c1ccc2c(C3CCCCC3)c3n(c2c1)CC1(COC1)COc1ccccc1-3, NCc1ccccc1. The product is COC(=O)c1ccc2c(C3CCCCC3)c3n(c2c1)CC1(COc2ccccc2-3)CN(Cc2ccccc2)C1. As a reaction SMILES: [CH3:76][CH2:77][O:78][C:79]([CH3:80])=[O:81].[CH:1]1([c:2]2[c:3]3[cH:4][cH:5][c:6]([C:7]([O-:8])=[O:9])[cH:10][c:11]3[n:12]3[c:13]2-[c:14]2[cH:15][cH:16][cH:17][cH:18][c:19]2[O:20][CH2:21][C:22]2([CH2:23][O:24][C:25]([CH3:26])([CH3:27])[O:28][CH2:29]2)[CH2:30]3)[CH2:31][CH2:32][CH2:33][CH2:34][CH2:35]1.[CH:44]1([c:50]2[c:51]3[cH:52][cH:53][c:54]([C:72](=[O:73])[O:74][CH3:75])[cH:55][c:56]3[n:57]3[c:64]2-[c:63]2[c:62]([cH:68][cH:67][cH:66][cH:65]2)[O:61][CH2:60][C:59]2([CH2:58]3)[CH2:69][O:70][CH2:71]2)[CH2:45][CH2:46][CH2:47][CH2:48][CH2:49]1.[NH2:36][CH2:37][c:38]1[cH:39][cH:40][cH:41][cH:42][cH:43]1>>[N:36]1([CH2:37][c:38]2[cH:39][cH:40][cH:41][cH:42][cH:43]2)[CH2:69][C:59]2([CH2:58][n:57]3[c:56]4[c:51]([c:50]([CH:44]5[CH2:45][CH2:46][CH2:47][CH2:48][CH2:49]5)[c:64]3-[c:63]3[c:62]([cH:68][cH:67][cH:66][cH:65]3)[O:61][CH2:60]2)[cH:52][cH:53][c:54]([C:72](=[O:73])[O:74][CH3:75])[cH:55]4)[CH2:71]1. RXN SMILES: [CH3:1][NH:2][CH2:3][CH2:4][CH2:5][N:6]1[C:16]2[CH:17]=[CH:18][CH:19]=[CH:20][C:15]=2[CH2:14][CH2:13][C:12]2[CH:11]=[CH:10][CH:9]=[CH:8][C:7]1=2.C(=O)([O-])[O-].[K+].[K+].[C:27]([NH:34][CH2:35]CBr)([O:29][C:30]([CH3:33])([CH3:32])[CH3:31])=[O:28].[I-].[Na+]>C1OCCOCCOCCOCCOCCOC1.CN(C)C=O.CC(C)=O>[C:30]([O:29][C:27](=[O:28])[NH:34][CH2:35][CH2:1][NH:2][CH2:3][CH2:4][CH2:5][N:6]1[C:7]2[CH:8]=[CH:9][CH:10]=[CH:11][C:12]=2[CH2:13][CH2:14][C:15]2[CH:20]=[CH:19][CH:18]=[CH:17][C:16]1=2)([CH3:33])([CH3:32])[CH3:31] |f:1.2.3,5.6|. Reactants: CNCCCN1C=2C=CC=CC2CCC3=C1C=CC=C3 (desipramine), C([O-])([O-])=O.[K+].[K+] (potassium carbonate), C(=O)(OC(C)(C)C)NCCBr (2-(BOC-amino) ethyl bromide), [I-].[Na+] (sodium iodide). Run in CN(C=O)C (dimethylformamide), CC(=O)C (acetone). Yield: 97.2%. Reagents/catalysts: C1COCCOCCOCCOCCOCCO1 (18-crown-6). Procedure details: To 3.23 g (12.04 mmol) of desipramine free base was added 80 ml of dry acetone, 3.6 g of anhydrous potassium carbonate, 3.0 g (13.45 mmol) of 2-(BOC-amino) ethyl bromide, 3 ml of anhydrous dimethylformamide, 15 mg of 18-crown-6 and 500 mg of sodium iodide. The mixture was allowed to reflux 18 hours under argon atmosphere. The reaction mixture was cooled to room temperature and filtered. The residue was washed with 10 ml of acetone. The filtrate was concentrated and the residue was purified by si... Product: C(C)(C)(C)OC(NCCNCCCN1C2=C(CCC3=C1C=CC=C3)C=CC=C2)=O ({2-[3-(10,11-Dihydro-dibenzo[b,f]azepin-5-yl)-propylamino]-ethyl]-carbamic Acid tert-butyl Ester). Reactants: CNC1=CC=C(C=2C(C3=CC=CC=C3C(C12)=O)=O)Br (4-methylamino-1-bromo anthraquinone), C1(=CC=CC=C1)C (toluene), NCCCN (1,3-diamino propane). The product is CNC1=CC(=C(C=2C(C3=CC=CC=C3C(C12)=O)=O)CCCN)N (4-methylamino-1-(γ-aminopropyl)--amino anthraquinone). Procedure details: A solution of 4-methylamino-1-bromo anthraquinone in a solvent such as toluene is heated to reflux for several hours with an excess of 1,3-diamino propane. After the reaction mixture has been treated in a manner similar to that described in Example I, the 4-methylamino-1-(γ-aminopropyl)--amino anthraquinone is isolated and after being crystallized in toluene, melts at 142° C. RXN SMILES: C[NH:2][C:3]1[C:16]2[C:15](=[O:17])[C:14]3[C:9](=[CH:10][CH:11]=[CH:12][CH:13]=3)[C:8](=[O:18])[C:7]=2[C:6](Br)=[CH:5][CH:4]=1.[NH2:20][CH2:21][CH2:22][CH2:23][NH2:24].[C:25]1(C)C=CC=CC=1>>[CH3:25][NH:20][C:21]1[C:16]2[C:15](=[O:17])[C:14]3[C:9](=[CH:10][CH:11]=[CH:12][CH:13]=3)[C:8](=[O:18])[C:7]=2[C:6]([CH2:5][CH2:4][CH2:3][NH2:2])=[C:23]([NH2:24])[CH:22]=1. The reactants are GS115-MSP10, [OH-].[Na+] (NaOH), C(CO)(=O)O (glycolic acid), NCP(O)(O)=O (aminomethylphosphonic acid), C(C(C)C)(=O)O (isobutyric acid), flavin mononucleotide, [OH-].[Na+] (NaOH), CCC(CC)COC(C1=CC=CC=C1)(C2=CC=CC=C2)C(=O)N(C)CC[NH+](C)C.[Cl-] (X-100). Solvent: aqueous solution. Conditions: temperature 5 celsius, time 16 hour. Product: C(C=O)(=O)[O-] (glyoxylate), C(=O)[O-] (formate), C(C(=O)[O-])(=O)[O-] (oxalate). RXN SMILES: [C:1]([OH:5])(=[O:4])[CH2:2][OH:3].NCP(=O)(O)[OH:9].[C:12]([OH:17])(=[O:16])C(C)C.[OH-].[Na+].CCC(COC(C(N(CC[NH+](C)C)C)=O)(C1C=CC=CC=1)C1C=CC=CC=1)CC.[Cl-]>>[C:1]([O-:5])(=[O:4])[CH:2]=[O:3].[CH:12]([O-:17])=[O:16].[C:2]([O-:9])(=[O:3])[C:1]([O-:5])=[O:4] |f:3.4,5.6|. Procedure details: Into a 3 oz. Fischer-Porter glass aerosol reaction vessel was placed a magnetic stirring bar and 10 mL of an aqueous solution containing glycolic acid (0.500M), aminomethylphosphonic acid (0.375M), isobutyric acid (0.100M, HPLC internal standard), and flavin mononucleotide (0.01 mM) at pH 8.3 (adjusted with 50% NaOH), and the solution cooled to 5° C. To the vessel was then added 0.75 g of a Pichia pastoris transformant GS115-MSP10 (13.2 IU glycolate oxidase and 21,200 IU catalase) which had been... The reactants are C1CCOC1, COc1ccc(P2(=S)SP(=S)(c3ccc(OC)cc3)S2)cc1, NC(=O)c1cc2c(Nc3cccc(Cl)c3)ncnc2[nH]1. The product is NC(=S)c1cc2c(Nc3cccc(Cl)c3)ncnc2[nH]1. RXN SMILES: [CH2:43]1[O:44][CH2:45][CH2:46][CH2:47]1.[CH3:21][O:22][c:23]1[cH:24][cH:25][c:26]([P:27]2(=[S:30])[S:28][P:29]([c:31]3[cH:32][cH:33][c:34]([O:35][CH3:36])[cH:37][cH:38]3)(=[S:39])[S:40]2)[cH:41][cH:42]1.[NH2:1][C:2](=[O:3])[c:4]1[cH:5][c:6]2[c:7]([n:8][cH:9][n:10][c:11]2[NH:12][c:13]2[cH:14][c:15]([Cl:19])[cH:16][cH:17][cH:18]2)[nH:20]1>>[NH2:1][C:2]([c:4]1[cH:5][c:6]2[c:7]([n:8][cH:9][n:10][c:11]2[NH:12][c:13]2[cH:14][c:15]([Cl:19])[cH:16][cH:17][cH:18]2)[nH:20]1)=[S:30]. Starting materials: ethoxymethylene-N-(2,2,3,3,4,4,4-heptafluorobutyl)-N-[(3-trifluoromethyl)phenyl]cyanoacetamide, N1=CN=CC=C1 (pyrimidine), C(N)(=N)N1C(NC(C1)(C)C)=O (1-amidino-4,4-dimethylimidazolidin-2-one), C(C)(=O)O (acetic acid). Solvent: COCCOC (DME), COCCOC (DME). Run at time 8 hour. The product is C(#N)C=1C(NC=NC1)=O (5-cyano-4-pyrimidone). RXN SMILES: [C:1]([N:4]1CC(C)(C)N[C:5]1=O)(=N)[NH2:2].[C:12]([OH:15])(=O)[CH3:13].[N:16]1C=CC=N[CH:17]=1>COCCOC>[C:17]([C:13]1[C:12](=[O:15])[NH:2][CH:1]=[N:4][CH:5]=1)#[N:16]. Procedure: First, 22.5 g (0.187 mol) of 1-amidino-4,4-dimethylimidazolidin-2-one are introduced as a suspension in 300 ml of absolute DME with stirring and exclusion of moisture. Next, 56 g (0.119 mol) of ethoxymethylene-N-(2,2,3,3,4,4,4-heptafluorobutyl)-N-[(3-trifluoromethyl)phenyl]cyanoacetamide in 300 ml of absolute DME are slowly added dropwise at 0° C. After addition, the mixture is stirred at room temperature for 2 hours. After this time the reaction has ended (TLC checking). 125 ml of glacial aceti... Starting materials: C1(=CC=CC=C1)C(O)C1=CC=C2C(=NNC2=C1)C1=CC=CC=C1 (phenyl(3-phenyl-1H-indazol-6-yl)methanol), COC(=C(C)C)O[Si](C)(C)C ((1-methoxy-2-methylprop-1-enyloxy)trimethylsilane), ClCCl (dichloromethane), C([O-])(O)=O.[Na+] (sodium bicarbonate). Run at temperature 0 celsius, time 2 hour. Yields the product CC(C(=O)OC)(C(C1=CC=C2C(=NNC2=C1)C1=CC=CC=C1)C1=CC=CC=C1)C (methyl 2,2-dimethyl-3-phenyl-3-(3-phenyl-1H-indazol-6-yl)propanoate). Isolated yield 53.0%. Reaction SMILES: [C:1]1([CH:7]([C:9]2[CH:17]=[C:16]3[C:12]([C:13]([C:18]4[CH:23]=[CH:22][CH:21]=[CH:20][CH:19]=4)=[N:14][NH:15]3)=[CH:11][CH:10]=2)O)[CH:6]=[CH:5][CH:4]=[CH:3][CH:2]=1.CO[C:26](O[Si](C)(C)C)=[C:27](C)[CH3:28].[C:35](=[O:38])(O)[O-:36].[Na+].Cl[CH2:41]Cl>>[CH3:26][C:27]([CH3:28])([CH:7]([C:1]1[CH:6]=[CH:5][CH:4]=[CH:3][CH:2]=1)[C:9]1[CH:17]=[C:16]2[C:12]([C:13]([C:18]3[CH:19]=[CH:20][CH:21]=[CH:22][CH:23]=3)=[N:14][NH:15]2)=[CH:11][CH:10]=1)[C:35]([O:36][CH3:41])=[O:38] |f:2.3|. Procedure: To a stirred solution of phenyl(3-phenyl-1H-indazol-6-yl)methanol (67 mg, 0.22 mmol) and (1-methoxy-2-methylprop-1-enyloxy)trimethylsilane (2 mL) in anhydrous dichloromethane (4 mL) was added boron trifluoride diethyl ether complex (0.2 mL, 1.6 mmol) dropwise at 0° C. under argon. After stirred at 0° C. for 15 min, rt for 2 hr, and 40° C. for 1.5 hr, the mixture was poured into saturated aqueous sodium bicarbonate solution at 0° C. The mixture was stirred well and extracted with dichloromethane ... The reactants are COC(C(C)(C)C=1C=NC=C(C1)C1=CC=2C3=C(C=NC2C=C1)N(C(N3C=3C(=NN(C3)C)C)=O)C)=O (2-{5-[1-(1,3-dimethyl-1H-pyrazol-4-yl)-3-methyl-2-oxo-2,3-dihydro-1H-imidazo[4,5-c]quinolin-8-yl]-pyridin-3-yl}-2-methyl-propionic acid methyl ester), CO (MeOH), [BH4-].[Na+] (NaBH4). The solvent is C1CCOC1 (THF). The product is CN1N=C(C(=C1)N1C(N(C=2C=NC=3C=CC(=CC3C21)C=2C=NC=C(C2)C(CO)(C)C)C)=O)C (1-(1,3-Dimethyl-1H-pyrazol-4-yl)-8-[5-(2-hydroxy-1,1-dimethyl-ethyl)-pyridin-3-yl]-3-methyl-1,3-dihydro-imidazo[4,5-c]quinolin-2-one). As a reaction SMILES: C[O:2][C:3](=O)[C:4]([C:7]1[CH:8]=[N:9][CH:10]=[C:11]([C:13]2[CH:22]=[CH:21][C:20]3[N:19]=[CH:18][C:17]4[N:23]([CH3:34])[C:24](=[O:33])[N:25]([C:26]5[C:27]([CH3:32])=[N:28][N:29]([CH3:31])[CH:30]=5)[C:16]=4[C:15]=3[CH:14]=2)[CH:12]=1)([CH3:6])[CH3:5].CO.[BH4-].[Na+]>C1COCC1>[CH3:31][N:29]1[CH:30]=[C:26]([N:25]2[C:16]3[C:15]4[CH:14]=[C:13]([C:11]5[CH:10]=[N:9][CH:8]=[C:7]([C:4]([CH3:6])([CH3:5])[CH2:3][OH:2])[CH:12]=5)[CH:22]=[CH:21][C:20]=4[N:19]=[CH:18][C:17]=3[N:23]([CH3:34])[C:24]2=[O:33])[C:27]([CH3:32])=[N:28]1 |f:2.3|. Reported procedure: To a solution of 2-{5-[1-(1,3-dimethyl-1H-pyrazol-4-yl)-3-methyl-2-oxo-2,3-dihydro-1H-imidazo[4,5-c]quinolin-8-yl]-pyridin-3-yl}-2-methyl-propionic acid methyl ester (Stage 229.1.1, 0.134 mmol) in THF (1.2 ml) were added MeOH (0.009 ml) and NaBH4 (0.185 mmol) four times during the course of the heating at 40° C. for 39 h. After that, the RM was quenched with saturated aqueous NaHCO3 and extracted with EtOAc (2×). The combined organic layers were washed with brine, dried over Na2SO4, filtered and...